Dataset: the Open Reaction Database (ORD), a public repository of structured organic reaction records. Task: describe an organic reaction: reactants, conditions, products, and yield Starting materials: [C-]#N, CC(=O)O, [BH3-]C#N, CO, N#Cc1ccc(C=O)cc1, CC(C)(C)OC(=O)C1CNC1, [Na+]. Product: CC(C)(C)OC(=O)C1CN(Cc2ccc(C#N)cc2)C1. Reaction SMILES: [C-:30]#[N:31].[C:1]([OH:2])(=[O:3])[CH3:4].[C:26]([BH3-:27])#[N:28].[CH3:32][OH:33].[CH:16](=[O:17])[c:18]1[cH:19][cH:20][c:21]([C:22]#[N:23])[cH:24][cH:25]1.[NH:5]1[CH2:6][CH:7]([C:9](=[O:10])[O:11][C:12]([CH3:13])([CH3:14])[CH3:15])[CH2:8]1.[Na+:29]>>[N:5]1([CH2:16][c:18]2[cH:19][cH:20][c:21]([C:22]#[N:23])[cH:24][cH:25]2)[CH2:6][CH:7]([C:9](=[O:10])[O:11][C:12]([CH3:13])([CH3:14])[CH3:15])[CH2:8]1. Starting materials: FC=1C=C(C=CC1F)C1CCC=2C(NC(OC21)=O)=O (7-(3,4-difluorophenyl)-6,7-dihydrocyclopenta[e][1,3]oxazine-2,4(3H,5H)-dione), [OH-].[NH4+] (ammonium hydroxide). Yields the product FC=1C=C(C=CC1F)C1CCC2=C1NC(NC2=O)=O (7-(3,4-difluorophenyl)-6,7-dihydro-1H-cyclopenta[d]pyrimidine-2,4(3H,5H)-dione). Yield: 100.0%. Reaction SMILES: [F:1][C:2]1[CH:3]=[C:4]([CH:9]2[C:17]3[O:16][C:15](=O)[NH:14][C:13](=[O:19])[C:12]=3[CH2:11][CH2:10]2)[CH:5]=[CH:6][C:7]=1[F:8].[OH-].[NH4+:21]>>[F:1][C:2]1[CH:3]=[C:4]([CH:9]2[C:17]3[NH:21][C:15](=[O:16])[NH:14][C:13](=[O:19])[C:12]=3[CH2:11][CH2:10]2)[CH:5]=[CH:6][C:7]=1[F:8] |f:1.2|. Reported procedure: A solution of 7-(3,4-difluorophenyl)-6,7-dihydrocyclopenta[e][1,3]oxazine-2,4(3H,5H)-dione (1.05 g, 3.96 mmol) in concentrated ammonium hydroxide (0.154 mL, 3.96 mmol) was stirred at 100° C. in a high-pressure vessel (75 mL) for 6 h. The formation of white precipitate was observed during the heating. The solvent was removed in vacuum to provide 7-(3,4-difluorophenyl)-6,7-dihydro-1H-cyclopenta[d]pyrimidine-2,4(3H,5H)-dione (1.046 g, 3.96 mmol, 100% yield) as a off-white solid. LC-MS (M+H)+=265.2. Starting materials: FC(CO)(C(F)(F)F)F (2,2,3,3,3-pentafluoropropanol), C(OC)(OC)=O (dimethyl carbonate). The reagents and catalysts are C[O-].[Na+].CO (sodium methoxide methanol). Conditions: temperature 120 celsius. Yields the product C(OC)(OCC(C(F)(F)F)(F)F)=O (methyl 2,2,3,3,3-pentafluoropropyl carbonate). Isolated yield 50.9%. As a reaction SMILES: [F:1][C:2]([F:9])([C:5]([F:8])([F:7])[F:6])[CH2:3][OH:4].[C:10](=O)([O:13]C)[O:11][CH3:12]>C[O-].[Na+].CO>[C:10](=[O:13])([O:4][CH2:3][C:2]([F:9])([F:1])[C:5]([F:8])([F:7])[F:6])[O:11][CH3:12] |f:2.3.4|. Procedure details: In a flask (500-ml volume) equipped with 10 distillation columns, 2,2,3,3,3-pentafluoropropanol (100 g, 0.67 mol), dimethyl carbonate (180 g, 2.0 mol) and a 28% sodium methoxide/methanol solution (1.3 g) were charged. The flask was heated to 120° C. to allow the starting materials to react for 10 hours while removing the methanol from the distillation columns by evaporation. After allowing the mixture to cool to room temperature, an aqueous solution of ammonium chloride was added to the mixture ... The reactants are CS(=O)(=O)OCC1CCC1, CO, C[O-], [Na+], Sc1nc[nH]n1. The product is c1nc(SCC2CCC2)n[nH]1. RXN SMILES: [CH3:10][S:11]([O:12][CH2:15][CH:16]1[CH2:17][CH2:18][CH2:19]1)(=[O:13])=[O:14].[CH3:20][OH:21].[CH3:7][O-:8].[Na+:9].[nH:1]1[n:2][c:3]([SH:6])[n:4][cH:5]1>>[nH:1]1[n:2][c:3]([S:6][CH2:15][CH:16]2[CH2:17][CH2:18][CH2:19]2)[n:4][cH:5]1. Reactants: C(CC)=O (propionaldehyde), [Mg] (magnesium), ClCCCCC1C=CCC1 (3-(4-Chlorobut-1-yl)cyclopentene), ClCCCCC1C=CCC1 (3-(4-Chlorobut-1-yl)cyclopentene), O (water). Run in O1CCCC1 (tetrahydrofuran), O1CCCC1 (tetrahydrofuran), O1CCCC1 (tetrahydrofuran). Run at temperature 0 celsius. Product: OC(CCCCC1C=CCC1)CC (3-(5-Hydroxyhept-1-yl)cyclopentene), oil. RXN SMILES: Cl[CH2:2][CH2:3][CH2:4][CH2:5][CH:6]1[CH2:10][CH2:9][CH:8]=[CH:7]1.[Mg].[CH:12](=[O:15])[CH2:13][CH3:14].O>O1CCCC1>[OH:15][CH:12]([CH2:13][CH3:14])[CH2:2][CH2:3][CH2:4][CH2:5][CH:6]1[CH2:10][CH2:9][CH:8]=[CH:7]1. Procedure details: All reactions are carried out under an inert atmosphere. 3-(4-Chlorobut-1-yl)cyclopentene {3-(4-chlorobutyl)cyclopentene} (43 g, 0.27 moles) is diluted in tetrahydrofuran (50 ml) and added dropwise to a stirred, refluxing solution of tetrahydrofuran (200 ml) containing granular magnesium (30 g, 1.25 moles). After the addition is complete and the resulting Grignard salt has formed the reaction is refluxed an additional 2 hours. The reaction vessel is then cooled in a 0° C. ice bath and propionald... The reactants are COC=1C=C2C=CC(=CC2=CC1)O (6-methoxy-2-naphthol), C(C)(C)(C)OC(=O)N1CCC2(CC1)CCC(CC2)O (9-hydroxy-3-aza-spiro[5.5]undecane-3-carboxylic acid tert-butyl ester). Product: COC=1C=C2C=CC(=CC2=CC1)OC1CCC2(CCNCC2)CC1 (9-(6-Methoxy-Naphthalen-2-yloxy)-3-aza-spiro[5.5]undecane). RXN SMILES: [CH3:1][O:2][C:3]1[CH:4]=[C:5]2[C:10](=[CH:11][CH:12]=1)[CH:9]=[C:8]([OH:13])[CH:7]=[CH:6]2.C(OC([N:21]1[CH2:26][CH2:25][C:24]2([CH2:31][CH2:30][CH:29](O)[CH2:28][CH2:27]2)[CH2:23][CH2:22]1)=O)(C)(C)C>>[CH3:1][O:2][C:3]1[CH:4]=[C:5]2[C:10](=[CH:11][CH:12]=1)[CH:9]=[C:8]([O:13][CH:29]1[CH2:30][CH2:31][C:24]3([CH2:25][CH2:26][NH:21][CH2:22][CH2:23]3)[CH2:27][CH2:28]1)[CH:7]=[CH:6]2. Procedure details: Was prepared according to method A from 6-methoxy-2-naphthol and 9-hydroxy-3-aza-spiro[5.5]undecane-3-carboxylic acid tert-butyl ester. The reactants are Cc1ncccc1O, CN(C)c1ccncc1, COc1cc2nccc(Cl)c2cc1OC, Clc1ccccc1Cl. Yields the product COc1cc2nccc(Oc3cccnc3C)c2cc1OC. As a reaction SMILES: [CH3:16][c:17]1[n:18][cH:19][cH:20][cH:21][c:22]1[OH:23].[CH3:24][N:25]([CH3:26])[c:27]1[cH:28][cH:29][n:30][cH:31][cH:32]1.[Cl:1][c:2]1[cH:3][cH:4][n:5][c:6]2[cH:7][c:8]([O:14][CH3:15])[c:9]([O:12][CH3:13])[cH:10][c:11]12.[Cl:33][c:34]1[cH:35][cH:36][cH:37][cH:38][c:39]1[Cl:40]>>[c:2]1([O:23][c:22]2[c:17]([CH3:16])[n:18][cH:19][cH:20][cH:21]2)[cH:3][cH:4][n:5][c:6]2[cH:7][c:8]([O:14][CH3:15])[c:9]([O:12][CH3:13])[cH:10][c:11]12. The reactants are CC(C)(C)C(=O)Cl, [Li]CCCC, C1CCOC1, CC1(C)OC(=O)NC1c1ccccc1. Product: CC(C)(C)C(=O)N1C(=O)OC(C)(C)C1c1ccccc1. RXN SMILES: [C:20]([C:21]([CH3:22])([CH3:23])[CH3:24])(=[O:25])[Cl:26].[Li:15][CH2:16][CH2:17][CH2:18][CH3:19].[O:27]1[CH2:28][CH2:29][CH2:30][CH2:31]1.[c:1]1([CH:7]2[NH:8][C:9](=[O:14])[O:10][C:11]2([CH3:12])[CH3:13])[cH:2][cH:3][cH:4][cH:5][cH:6]1>>[c:1]1([CH:7]2[N:8]([C:20]([C:21]([CH3:22])([CH3:23])[CH3:24])=[O:25])[C:9](=[O:14])[O:10][C:11]2([CH3:12])[CH3:13])[cH:2][cH:3][cH:4][cH:5][cH:6]1.